The task is: describe an organic reaction: reactants, conditions, products, and yield. This data is from the Open Reaction Database (ORD), a public repository of structured organic reaction records. The reactants are COC(=O)C(=CC1CCCCC1)c1ccc(-n2nnnc2C(F)(F)F)c(Cl)c1, CCO, [Na+], [OH-]. The product is O=C(O)C(=CC1CCCCC1)c1ccc(-n2nnnc2C(F)(F)F)c(Cl)c1. Reaction SMILES: [CH3:1][O:2][C:3]([C:4](=[CH:5][CH:6]1[CH2:7][CH2:8][CH2:9][CH2:10][CH2:11]1)[c:12]1[cH:13][c:14]([Cl:27])[c:15](-[n:18]2[n:19][n:20][n:21][c:22]2[C:23]([F:24])([F:25])[F:26])[cH:16][cH:17]1)=[O:28].[CH3:31][CH2:32][OH:33].[Na+:30].[OH-:29]>>[O:2]=[C:3]([C:4](=[CH:5][CH:6]1[CH2:7][CH2:8][CH2:9][CH2:10][CH2:11]1)[c:12]1[cH:13][c:14]([Cl:27])[c:15](-[n:18]2[n:19][n:20][n:21][c:22]2[C:23]([F:24])([F:25])[F:26])[cH:16][cH:17]1)[OH:28]. Starting materials: C(C)OC(C(=O)C=1NC(=CC1)CC1CC1)=O (5-cyclopropylmethyl-2-pyrrolylglyoxylic acid ethyl ester), [OH-].[Na+] (sodium hydroxide). Run in O (water). Yields the product O.[Na+].C1(CC1)CC1=CC=C(N1)C(C(=O)[O-])=O (5-cyclopropylmethyl-2-pyrrolylglyoxylic acid sodium salt hydrate). Isolated yield 94.4%. Reaction SMILES: C([O:3][C:4](=[O:16])[C:5]([C:7]1[NH:8][C:9]([CH2:12][CH:13]2[CH2:15][CH2:14]2)=[CH:10][CH:11]=1)=[O:6])C.[OH-].[Na+:18]>O>[OH2:3].[Na+:18].[CH:13]1([CH2:12][C:9]2[NH:8][C:7]([C:5](=[O:6])[C:4]([O-:16])=[O:3])=[CH:11][CH:10]=2)[CH2:15][CH2:14]1 |f:1.2,4.5.6|. Reported procedure: A mixture of 5-cyclopropylmethyl-2-pyrrolylglyoxylic acid ethyl ester (6.63 g.) and sodium hydroxide (1.32 g.) was heated in water (40 ml.) as described in Example 20. The resulting solution was cooled to 5° and the solid was filtered off and crystallized from acetone to give 5-cyclopropylmethyl-2-pyrrolylglyoxylic acid sodium salt hydrate (3.3 g.), M.P. 228°-232°. Found: C, 51.50; H, 5.19; N, 5.91. C10H10NO3Na. H2O requires: C, 51.50; H, 5.19; N, 6.01%. The reactants are C(C)(=O)OCC (Ethyl acetate), C([O-])(O)=O.[Na+] (sodium bicarbonate), C([O-])(O)=O.[Na+] (sodium bicarbonate), ClC1=C(C=CC(=C1)Cl)C=1NC(C=2N(C1)C=CN2)=O (6-(2,4-Dichlorophenyl)imidazo[1,2-a]pyrazin-8(7H)-one), P(=O)(Cl)(Cl)Cl (phosphoryl chloride). Yields the product ClC=1C=2N(C=C(N1)C1=C(C=C(C=C1)Cl)Cl)C=CN2 (8-Chloro-6-(2,4-dichlorophenyl)imidazo[1,2-a]pyrazine). Reaction SMILES: [Cl:1][C:2]1[CH:7]=[C:6]([Cl:8])[CH:5]=[CH:4][C:3]=1[C:9]1[NH:10][C:11](=O)[C:12]2[N:13]([CH:15]=[CH:16][N:17]=2)[CH:14]=1.C(=O)(O)[O-].[Na+].C(OCC)(=O)C.P(Cl)(Cl)([Cl:32])=O>>[Cl:32][C:11]1[C:12]2[N:13]([CH:15]=[CH:16][N:17]=2)[CH:14]=[C:9]([C:3]2[CH:4]=[CH:5][C:6]([Cl:8])=[CH:7][C:2]=2[Cl:1])[N:10]=1 |f:1.2|. Procedure: 650 mg (2.3 mmol) of 6-(2,4-dichlorophenyl)imidazo[1,2-a]pyrazin-8(7H)-one (Example 4A) were dissolved in 7 ml of phosphoryl chloride and stirred under reflux for 12 h. The reaction mixture was poured into 100 ml of saturated sodium bicarbonate solution, and solid sodium bicarbonate was added until a pH of 7 had been reached. Ethyl acetate was added, and the mixture was extracted. The organic phase was washed with saturated aqueous sodium chloride solution, dried over magnesium sulfate and conce... Starting materials: Cl, O, CC12CC(=O)C3C(CCC4CC(=O)CCC43C)C1CCC2C(=O)CO, Cc1ccc(S(=O)(=O)Cl)cc1, c1ccncc1. Yields the product CC12CC(=O)C3C(CCC4CC(=O)CCC43C)C1CCC2C(=O)CCl. RXN SMILES: [ClH:38].[OH2:37].[OH:1][CH2:2][C:3]([CH:4]1[CH2:5][CH2:6][CH:7]2[CH:8]3[CH2:9][CH2:10][CH:11]4[CH2:12][C:13](=[O:24])[CH2:14][CH2:15][C:16]4([CH3:17])[CH:18]3[C:19](=[O:23])[CH2:20][C:21]12[CH3:22])=[O:25].[c:26]1([CH3:27])[cH:28][cH:29][c:30]([S:31](=[O:32])(=[O:33])[Cl:35])[cH:34][cH:36]1.[cH:39]1[cH:40][cH:41][n:42][cH:43][cH:44]1>>[CH2:2]([C:3]([CH:4]1[CH2:5][CH2:6][CH:7]2[CH:8]3[CH2:9][CH2:10][CH:11]4[CH2:12][C:13](=[O:24])[CH2:14][CH2:15][C:16]4([CH3:17])[CH:18]3[C:19](=[O:23])[CH2:20][C:21]12[CH3:22])=[O:25])[Cl:35]. The reactants are NCC(=O)OC(C)(C)C (tert-butyl 2-aminoacetate), CCN(C(C)C)C(C)C (DIEA), C(C)OC([C@H](CC(CC1=CC=C(C=C1)C1=CC(=CC=C1)Cl)N=C=O)C)=O ((S)-5-(3′-chloro-biphenyl-4-yl)-4-isocyanato-2-methyl-pentanoic acid ethyl ester). The solvent is CN(C)C=O (DMF). Run at time 5 minute. Yields the product C(C)OC([C@H](CC(CC1=CC=C(C=C1)C1=CC(=CC=C1)Cl)NC(=O)NCC(=O)OC(C)(C)C)C)=O ((S)-4-(3-tert-butoxycarbonylmethyl-ureido)-5-(3′-chloro-biphenyl-4-yl)-2-methyl-pentanoic acid ethyl ester). As a reaction SMILES: [NH2:1][CH2:2][C:3]([O:5][C:6]([CH3:9])([CH3:8])[CH3:7])=[O:4].CCN(C(C)C)C(C)C.[CH2:19]([O:21][C:22](=[O:44])[C@@H:23]([CH3:43])[CH2:24][CH:25]([N:40]=[C:41]=[O:42])[CH2:26][C:27]1[CH:32]=[CH:31][C:30]([C:33]2[CH:38]=[CH:37][CH:36]=[C:35]([Cl:39])[CH:34]=2)=[CH:29][CH:28]=1)[CH3:20]>CN(C=O)C>[CH2:19]([O:21][C:22](=[O:44])[C@@H:23]([CH3:43])[CH2:24][CH:25]([NH:40][C:41]([NH:1][CH2:2][C:3]([O:5][C:6]([CH3:9])([CH3:8])[CH3:7])=[O:4])=[O:42])[CH2:26][C:27]1[CH:32]=[CH:31][C:30]([C:33]2[CH:38]=[CH:37][CH:36]=[C:35]([Cl:39])[CH:34]=2)=[CH:29][CH:28]=1)[CH3:20]. Procedure details: Next, to a solution of tert-butyl 2-aminoacetate (140 mg, 1.065 mmol) in DMF (5 mL) is added DIEA (344 mg, 2.66 mmol). The solution is stirred at room temperature for 5 minutes then (S)-5-(3′-chloro-biphenyl-4-yl)-4-isocyanato-2-methyl-pentanoic acid ethyl ester (330 mg, 0.887 mmol) is added. The mixture is stirred at room temperature for 2 hours then the solvent is removed under reduced pressure to give (S)-4-(3-tert-butoxycarbonylmethyl-ureido)-5-(3′-chloro-biphenyl-4-yl)-2-methyl-pentanoic ac... The reactants are C(C)(=O)OCC (ethyl acetate), N12CCCCCC2=NCCC1 (1,8-diazabicyclo[5,4,0]undec-7-ene), P(=O)(OC)(Cl)Cl (methyl dichlorophosphate), [Si](C1=CC=CC=C1)(C1=CC=CC=C1)(C(C)(C)C)OCCC(CC(=O)N)C1=CC=C(C=C1)C(F)(F)F (5-(tert-Butyldiphenylsilanyloxy)-3-(4-trifluoromethylphenyl)pentanoic acid amide). Solvent: C(Cl)Cl (methylene chloride), CCCCCCC (heptane). Reaction conditions: time 1.5 hour. The product is [Si](C1=CC=CC=C1)(C1=CC=CC=C1)(C(C)(C)C)OCCC(CC#N)C1=CC=C(C=C1)C(F)(F)F (5-(tert-butyldiphenylsilanyloxy)-3-(4-trifluoromethylphenyl)-pentanenitrile). The yield is 97.3%. RXN SMILES: [Si:1]([O:18][CH2:19][CH2:20][CH:21]([C:26]1[CH:31]=[CH:30][C:29]([C:32]([F:35])([F:34])[F:33])=[CH:28][CH:27]=1)[CH2:22][C:23]([NH2:25])=O)([C:14]([CH3:17])([CH3:16])[CH3:15])([C:8]1[CH:13]=[CH:12][CH:11]=[CH:10][CH:9]=1)[C:2]1[CH:7]=[CH:6][CH:5]=[CH:4][CH:3]=1.N12CCCN=C1CCCCC2.P(Cl)(Cl)(OC)=O.C(OCC)(=O)C>C(Cl)Cl.CCCCCCC>[Si:1]([O:18][CH2:19][CH2:20][CH:21]([C:26]1[CH:27]=[CH:28][C:29]([C:32]([F:33])([F:34])[F:35])=[CH:30][CH:31]=1)[CH2:22][C:23]#[N:25])([C:14]([CH3:15])([CH3:17])[CH3:16])([C:8]1[CH:9]=[CH:10][CH:11]=[CH:12][CH:13]=1)[C:2]1[CH:3]=[CH:4][CH:5]=[CH:6][CH:7]=1. Procedure: 5-(tert-Butyldiphenylsilanyloxy)-3-(4-trifluoromethylphenyl)pentanoic acid amide (640 mg) was dissolved in methylene chloride (13 mL), and 1,8-diazabicyclo[5,4,0]undec-7-ene (862 μL) and methyl dichlorophosphate (301 μL) were added at 0° C. After stirring at room temperature for 1.5 hours, the reaction was terminated with a saturated sodium bicarbonate aqueous solution. The organic layer was washed with brine and then dried over magnesium sulfate. Concentration under reduced pressure gave an oil...